From a dataset of the Open Reaction Database (ORD), a public repository of structured organic reaction records. describe an organic reaction: reactants, conditions, products, and yield Reactants: CON(C(=O)C=1N=CN(C1)C=1C=C(C=CC1)C1=C(C=CC=C1)OC)C (1-(2′-Methoxy-biphenyl-3-yl)-1H-imidazole-4-carboxylic acid methoxy-methyl-amide), BrC1=NC=CC=C1 (2-bromopyridine). The product is COC1=C(C=CC=C1)C1=CC(=CC=C1)N1C=NC(=C1)C(=O)C1=NC=CC=C1 ([1-(2′-Methoxy-biphenyl-3-yl)-1H-imidazol-4-yl]-pyridin-2-yl-methanone). Reaction SMILES: CON(C)[C:4]([C:6]1[N:7]=[CH:8][N:9]([C:11]2[CH:12]=[C:13]([C:17]3[CH:22]=[CH:21][CH:20]=[CH:19][C:18]=3[O:23][CH3:24])[CH:14]=[CH:15][CH:16]=2)[CH:10]=1)=[O:5].Br[C:27]1[CH:32]=[CH:31][CH:30]=[CH:29][N:28]=1>>[CH3:24][O:23][C:18]1[CH:19]=[CH:20][CH:21]=[CH:22][C:17]=1[C:13]1[CH:14]=[CH:15][CH:16]=[C:11]([N:9]2[CH:10]=[C:6]([C:4]([C:27]3[CH:32]=[CH:31][CH:30]=[CH:29][N:28]=3)=[O:5])[N:7]=[CH:8]2)[CH:12]=1. Procedure: This compound is prepared by method C using compound 12c and 2-bromopyridine The reactants are N (ammonia), COC(=O)N1N=C(C(=C1)C=O)C=1OC(=CC1)[N+](=O)[O-] (1-methoxycarbonyl-3-(5-nitro-2-furyl)pyrazole-4 -carboxaldehyde), Cl (hydrochloric acid). Run in O1CCOCC1 (dioxan). Reaction conditions: time 15 minute. The product is [N+](=O)([O-])C1=CC=C(O1)C1=NNC=C1C=O (3-(5-nitro-2-furyl)-1H-pyrazole-4-carboxaldehyde). Yield: 78.0%. Reaction SMILES: COC([N:5]1[CH:9]=[C:8]([CH:10]=[O:11])[C:7]([C:12]2[O:13][C:14]([N+:17]([O-:19])=[O:18])=[CH:15][CH:16]=2)=[N:6]1)=O.N.Cl>O1CCOCC1>[N+:17]([C:14]1[O:13][C:12]([C:7]2[C:8]([CH:10]=[O:11])=[CH:9][NH:5][N:6]=2)=[CH:16][CH:15]=1)([O-:19])=[O:18]. Reported procedure: To a suspension of 9.1 g of 1-methoxycarbonyl-3-(5-nitro-2-furyl)pyrazole-4 -carboxaldehyde in 80 ml of dioxan add dropwise at 5° to 8° C 33.4 ml of concentrated ammonia solution. Stirr the resulting admixture for 15 minutes before acidifying it with 2N hydrochloric acid to a pH value of 2. Distill off the greater part of the dioxan in vacuo. Mix the residue with 100 ml of water. Draw off the precipitate and wash it with water to obtain 3-(5-nitro-2-furyl)-1H-pyrazole-4-carboxaldehyde [melting p...